Task: describe an organic reaction: reactants, conditions, products, and yield. Dataset: the Open Reaction Database (ORD), a public repository of structured organic reaction records Reactants: O=C([O-])[O-], CNCCNC, CS(C)=O, O=S([O-])C1CC1, [Cu]I, Ic1ccnc2[nH]ncc12, [K+], [K+], [Na+]. The product is O=S(=O)(c1ccnc2[nH]ncc12)C1CC1. Reaction SMILES: [C:24](=[O:25])([O-:26])[O-:27].[CH3:11][NH:12][CH2:13][CH2:14][NH:15][CH3:16].[CH3:30][S:31](=[O:32])[CH3:33].[CH:17]1([S:20](=[O:21])[O-:22])[CH2:18][CH2:19]1.[Cu:34][I:35].[I:1][c:2]1[c:3]2[c:4]([n:5][cH:6][cH:7]1)[nH:8][n:9][cH:10]2.[K+:28].[K+:29].[Na+:23]>>[c:2]1([S:20]([CH:17]2[CH2:18][CH2:19]2)(=[O:21])=[O:22])[c:3]2[c:4]([n:5][cH:6][cH:7]1)[nH:8][n:9][cH:10]2.